Dataset: the Open Reaction Database (ORD), a public repository of structured organic reaction records. Task: describe an organic reaction: reactants, conditions, products, and yield Starting materials: ClC=1C(=NC(=NC1)NC1=C(C=C(C(=C1)C)C1CCNCC1)F)NC1=NNC(=C1)C (5-chloro-N2-(2-fluoro-5-methyl-4-(piperidin-4-yl)phenyl)-N4-(5-methyl-1H-pyrazol-3-yl)pyrimidine-2,4-diamine), CO (MeOH), [BH3-]C#N.[Na+] (NaCNBH3), O1CCC(CC1)=O (dihydro-2H-pyran-4(3H)-one), TEA. Run in C(Cl)Cl (DCM), C(Cl)Cl (DCM). Reaction conditions: temperature 60 celsius. Yields the product ClC=1C(=NC(=NC1)NC1=C(C=C(C(=C1)C)C1CCN(CC1)C1CCOCC1)F)NC1=NNC(=C1)C (5-chloro-N2-(2-fluoro-5-methyl-4-(1-(tetrahydro-2H-pyran-4-yl)piperidin-4-yl)phenyl)-N4-(5-methyl-1H-pyrazol-3-yl)pyrimidine-2,4-diamine). As a reaction SMILES: [Cl:1][C:2]1[C:3]([NH:23][C:24]2[CH:28]=[C:27]([CH3:29])[NH:26][N:25]=2)=[N:4][C:5]([NH:8][C:9]2[CH:14]=[C:13]([CH3:15])[C:12]([CH:16]3[CH2:21][CH2:20][NH:19][CH2:18][CH2:17]3)=[CH:11][C:10]=2[F:22])=[N:6][CH:7]=1.CO.[O:32]1[CH2:37][CH2:36][C:35](=O)[CH2:34][CH2:33]1.[BH3-]C#N.[Na+]>C(Cl)Cl>[Cl:1][C:2]1[C:3]([NH:23][C:24]2[CH:28]=[C:27]([CH3:29])[NH:26][N:25]=2)=[N:4][C:5]([NH:8][C:9]2[CH:14]=[C:13]([CH3:15])[C:12]([CH:16]3[CH2:17][CH2:18][N:19]([CH:35]4[CH2:36][CH2:37][O:32][CH2:33][CH2:34]4)[CH2:20][CH2:21]3)=[CH:11][C:10]=2[F:22])=[N:6][CH:7]=1 |f:3.4|. Procedure details: To a suspension of 5-chloro-N2-(2-fluoro-5-methyl-4-(piperidin-4-yl)phenyl)-N4-(5-methyl-1H-pyrazol-3-yl)pyrimidine-2,4-diamine (2.50 g, 6.0 mmol) in a mixed solvent of MeOH (42 mL) and DCM (10 mL) was added dihydro-2H-pyran-4(3H)-one (3.33 mL, 36.0 mmol) and TEA (8.36 mL, 60.0 mmol). The reaction mixture was heated at 60° C. for 1 h before NaCNBH3 (1.66 g, 26.4 mmol) was added. The mixture was heated at 60° C. for another 2 h, cooled down to room temperature, diluted with DCM (60 mL), dry loade... Starting materials: COC=1C=C(C=CC1)[S-].[K+] (potassium 3-methoxybenzenethiolate), ClC1=CC=C(C=C1)[N+](=O)[O-] (4-chloronitrobenzene), ice water. Solvent: CN(C=O)C (dimethylformamide). Product: [N+](=O)([O-])C1=CC=C(C=C1)SC=1C=C(C=CC1)OC (3-(4-Nitrophenylthio)anisole). The yield is 91.7%. As a reaction SMILES: [CH3:1][O:2][C:3]1[CH:4]=[C:5]([S-:9])[CH:6]=[CH:7][CH:8]=1.[K+].Cl[C:12]1[CH:17]=[CH:16][C:15]([N+:18]([O-:20])=[O:19])=[CH:14][CH:13]=1>CN(C)C=O>[N+:18]([C:15]1[CH:16]=[CH:17][C:12]([S:9][C:5]2[CH:4]=[C:3]([O:2][CH3:1])[CH:8]=[CH:7][CH:6]=2)=[CH:13][CH:14]=1)([O-:20])=[O:19] |f:0.1|. Procedure: A solution of potassium 3-methoxybenzenethiolate (6.37 g, 35.7 mmol) and 4-chloronitrobenzene (5.11 g, 32.5 mmol) in dimethylformamide (30 mL) was stirred at room temperature for 4 hours. The reaction mixture was poured into ice water and a yellow solid was collected by filtration. Recrystallization from 90% ethanol yielded the title anisole (7.79 g, 92%) as a yellow solid; mp 81°-83° C. 1H--NMR (250 MHz, d6 --DMSO): 3.80 (s, 3H, OCH3) 7.10-7.19 (m, 3H, aromatic) 7.32 (d, 2H, J=7.1 Hz, aromatic)...